From a dataset of the Open Reaction Database (ORD), a public repository of structured organic reaction records. describe an organic reaction: reactants, conditions, products, and yield The reactants are C1(=CC=CC=C1)C1=NNC(C1C1=CC=CC=C1)=S (3,4-diphenyl-1H-pyrazole-5(4H)-thione), BrCC#N (2-bromoacetonitrile), C(=O)([O-])[O-].[K+].[K+] (K2CO3), O (water). The solvent is CN(C)C=O (DMF). Run at time 2 hour. The product is C1(=CC=CC=C1)C1=NNC(=C1C1=CC=CC=C1)SCC#N (2-(3,4-Diphenyl-1H-pyrazol-5-ylthio)acetonitrile). Yield: 90.1%. As a reaction SMILES: [C:1]1([C:7]2[CH:11]([C:12]3[CH:17]=[CH:16][CH:15]=[CH:14][CH:13]=3)[C:10](=[S:18])[NH:9][N:8]=2)[CH:6]=[CH:5][CH:4]=[CH:3][CH:2]=1.Br[CH2:20][C:21]#[N:22].C([O-])([O-])=O.[K+].[K+].O>CN(C=O)C>[C:1]1([C:7]2[C:11]([C:12]3[CH:13]=[CH:14][CH:15]=[CH:16][CH:17]=3)=[C:10]([S:18][CH2:20][C:21]#[N:22])[NH:9][N:8]=2)[CH:2]=[CH:3][CH:4]=[CH:5][CH:6]=1 |f:2.3.4|. Reported procedure: To a solution of 3,4-diphenyl-1H-pyrazole-5(4H)-thione (0.49 g, 1.981 mmol) in DMF (5 mL), were added 2-bromoacetonitrile (0.253 g, 1.981 mmol) and K2CO3 (0.274 g, 1.981 mmol) at room temperature. After stirring for 2 h, the reaction was poured into water and extracted with ethyl acetate. The organic extract was dried over MgSO4 and concentrated under reduced pressure. The residue was purified by column chromatography to give the title compound (0.52 g). LCMS m/z=292.1 The reactants are COc1c(NC(=O)c2cc3cccc(CN4CCN(C(=O)OC(C)(C)C)CC4)c3n2C)cc(C(C)(C)C)cc1NS(C)(=O)=O, CC(=O)O[BH-](OC(C)=O)OC(C)=O, CC(=O)O, CC(Cl)Cl, [Na+]. The product is CCOC(=O)N1CCN(Cc2cccc3cc(C(=O)Nc4cc(C(C)(C)C)cc(NS(C)(=O)=O)c4OC)n(C)c23)CC1. RXN SMILES: [C:1]([CH3:2])([CH3:3])([CH3:4])[O:5][C:6](=[O:7])[N:8]1[CH2:9][CH2:10][N:11]([CH2:14][c:15]2[cH:16][cH:17][cH:18][c:19]3[cH:20][c:21]([C:25]([NH:26][c:27]4[c:28]([O:42][CH3:43])[c:29]([NH:37][S:38](=[O:39])(=[O:40])[CH3:41])[cH:30][c:31]([C:33]([CH3:34])([CH3:35])[CH3:36])[cH:32]4)=[O:44])[n:22]([CH3:24])[c:23]23)[CH2:12][CH2:13]1.[C:49]([O:50][BH-:51]([O:52][C:53](=[O:54])[CH3:55])[O:56][C:57](=[O:58])[CH3:59])(=[O:60])[CH3:61].[CH3:45][C:46](=[O:47])[OH:48].[Cl:63][CH:64]([Cl:65])[CH3:66].[Na+:62]>>[CH2:1]([CH3:2])[O:5][C:6](=[O:7])[N:8]1[CH2:9][CH2:10][N:11]([CH2:14][c:15]2[cH:16][cH:17][cH:18][c:19]3[cH:20][c:21]([C:25]([NH:26][c:27]4[c:28]([O:42][CH3:43])[c:29]([NH:37][S:38](=[O:39])(=[O:40])[CH3:41])[cH:30][c:31]([C:33]([CH3:34])([CH3:35])[CH3:36])[cH:32]4)=[O:44])[n:22]([CH3:24])[c:23]23)[CH2:12][CH2:13]1.